This data is from the Open Reaction Database (ORD), a public repository of structured organic reaction records. The task is: describe an organic reaction: reactants, conditions, products, and yield Starting materials: O([Si](C)(C)C(C)(C)C)[C@@H](C[C@H](CC(=O)OC)O)CCCCCCCCCCCCCCCCC (methyl (3R,5R)-5-(t-butyldimethylsiloxy)-3-hydroxydocosanoate), C(C#C)Br (propargyl bromide). Yields the product O([Si](C)(C)C(C)(C)C)[C@@H](C[C@H]([C@H](C(=O)OC)CC#C)O)CCCCCCCCCCCCCCCCC (methyl (2R,3R,5R)-5-(t-butyldimethylsiloxy)-3-hydroxy-2-(2-propynyl)docosanoate). As a reaction SMILES: [O:1]([C@H:9]([CH2:18][CH2:19][CH2:20][CH2:21][CH2:22][CH2:23][CH2:24][CH2:25][CH2:26][CH2:27][CH2:28][CH2:29][CH2:30][CH2:31][CH2:32][CH2:33][CH3:34])[CH2:10][C@@H:11]([OH:17])[CH2:12][C:13]([O:15][CH3:16])=[O:14])[Si:2]([C:5]([CH3:8])([CH3:7])[CH3:6])([CH3:4])[CH3:3].[CH2:35](Br)[C:36]#[CH:37]>>[O:1]([C@H:9]([CH2:18][CH2:19][CH2:20][CH2:21][CH2:22][CH2:23][CH2:24][CH2:25][CH2:26][CH2:27][CH2:28][CH2:29][CH2:30][CH2:31][CH2:32][CH2:33][CH3:34])[CH2:10][C@@H:11]([OH:17])[C@@H:12]([CH2:37][C:36]#[CH:35])[C:13]([O:15][CH3:16])=[O:14])[Si:2]([C:5]([CH3:6])([CH3:7])[CH3:8])([CH3:4])[CH3:3]. Procedure details: Analogously to Examples Cb) and c), methyl (3R,5R)-5-(t-butyldimethylsiloxy)-3-hydroxydocosanoate (Example Ib) was reacted with propargyl bromide to give methyl (2R,3R,5R)-5-(t-butyldimethylsiloxy)-3-hydroxy-2-(2-propynyl)docosanoate, IR (cm-1): 3310, 2120, 1740, 1255, the latter was saponified to give (2R,3R,5R)-5-(t-butyldimethylsiloxy)-3-hydroxy-2-(2-propinyl)-docosanoic acid, IR (cm-1): 3315, 2120, 1715, 1255, and this acid was cyclized to give (3R,4R)-4-[(R)-2-(t-butyldimethylsiloxy)nonadec... The reactants are CC(C)([O-])C.[K+] (potassium t-butoxide), Cl (HCl), C(C)(C)(C)OC(=O)N[C@@]1([C@@H]2[C@H]([C@@H]2[C@@H]([C@H]1OCC1=CC(=C(C=C1)Cl)Cl)SC1=NNC=N1)C(=O)OC(C)(C)C)C(=O)OC(C)(C)C (di-tert-butyl (1R,2R,3S,4S,5R,6R)-2-[(tert-butoxycarbonyl)amino]-3-[(3,4-dichlorobenzyl)oxy]-4-(1H-1,2,4-triazol-3-ylsulfanyl)bicyclo[3.1.0]hexane-2,6-dicarboxylate), CI (methyl iodide). Run at temperature -78 celsius, time 15 minute. Reaction SMILES: [C:1]([O:5][C:6]([NH:8][C@@:9]1([C:38]([O:40][C:41]([CH3:44])([CH3:43])[CH3:42])=[O:39])[C@H:14]([O:15][CH2:16][C:17]2[CH:22]=[CH:21][C:20]([Cl:23])=[C:19]([Cl:24])[CH:18]=2)[C@@H:13]([S:25][C:26]2[N:30]=[CH:29][NH:28][N:27]=2)[C@@H:12]2[C@H:10]1[C@H:11]2[C:31]([O:33][C:34]([CH3:37])([CH3:36])[CH3:35])=[O:32])=[O:7])([CH3:4])([CH3:3])[CH3:2].[CH3:45]C(C)([O-])C.[K+].CI.Cl>O1CCCC1.O>[C:1]([O:5][C:6]([NH:8][C@@:9]1([C:38]([O:40][C:41]([CH3:44])([CH3:43])[CH3:42])=[O:39])[C@H:14]([O:15][CH2:16][C:17]2[CH:22]=[CH:21][C:20]([Cl:23])=[C:19]([Cl:24])[CH:18]=2)[C@@H:13]([S:25][C:26]2[N:30]=[CH:29][N:28]([CH3:45])[N:27]=2)[C@@H:12]2[C@H:10]1[C@H:11]2[C:31]([O:33][C:34]([CH3:35])([CH3:37])[CH3:36])=[O:32])=[O:7])([CH3:4])([CH3:2])[CH3:3] |f:1.2|. Solvent: O1CCCC1 (tetrahydrofuran), O (water). Procedure: Dissolve di-tert-butyl (1R,2R,3S,4S,5R,6R)-2-[(tert-butoxycarbonyl)amino]-3-[(3,4-dichlorobenzyl)oxy]-4-(1H-1,2,4-triazol-3-ylsulfanyl)bicyclo[3.1.0]hexane-2,6-dicarboxylate (0.60 g, 0.893 mmol) in anhydrous tetrahydrofuran (3.6 mL) in a flame-dried flask and cool to −78° C. Add potassium t-butoxide (0.80 g, 0.893 mmol) and stir for 15 minutes. Add methyl iodide (0.127 g, 0.893 mmol, pretreated by filtration through basic alumina) and allow to stir at −78° C. for 15 minutes. Allow the mixture to... Yields the product C(C)(C)(C)OC(=O)N[C@@]1([C@@H]2[C@H]([C@@H]2[C@@H]([C@H]1OCC1=CC(=C(C=C1)Cl)Cl)SC1=NN(C=N1)C)C(=O)OC(C)(C)C)C(=O)OC(C)(C)C (Di-tert-butyl (1R,2R,3 S,4S,5R,6R)-2-[(tert-butoxycarbonyl)amino]-3-[(3,4-dichlorobenzyl)oxy]-4-[(1-methyl-1,2,4-triazol-3-yl)sulfanyl]bicyclo[3.1.0]hexane-2,6-dicarboxylate). The yield is 25.8%. The reactants are FC1=C(C(=CC=C1)F)C=1OCC(N1)C1=CC=C(C=C1)I (2-(2,6-difluorophenyl)-4,5-dihydro-4-(4-iodophenyl)oxazole), n-BuLi hexanes, BrC1=CC=C(C=C1)S[Si](C(C)C)(C(C)C)C(C)C ([(4-bromophenyl)thio]tris(1-methylethyl)silane). The reagents and catalysts are CC(=O)[O-].CC(=O)[O-].[Pd+2] (Pd(OAc)2), [Cl-].[Cl-].[Zn+2].C1CCOC1 (ZnCl2 THF), C1(=C(C=CC=C1)P(C1=C(C=CC=C1)C)C1=C(C=CC=C1)C)C (tri(o-tolyl)phosphine). The solvent is C1CCOC1 (THF), C1CCOC1 (THF), C1CCOC1 (THF). Reaction conditions: time 15 minute. Product: FC1=C(C(=CC=C1)F)C=1OCC(N1)C1=CC=C(C=C1)C1=CC=C(C=C1)S[Si](C(C)C)(C(C)C)C(C)C (2-(2,6-difluorophenyl)-4,5-dihydro-4-[4'-[[tris(1-methylethyl)silyl]thio][1,1'-biphenyl]-4-yl]oxazole). Isolated yield 68.8%. As a reaction SMILES: Br[C:2]1[CH:7]=[CH:6][C:5]([S:8][Si:9]([CH:16]([CH3:18])[CH3:17])([CH:13]([CH3:15])[CH3:14])[CH:10]([CH3:12])[CH3:11])=[CH:4][CH:3]=1.[F:19][C:20]1[CH:25]=[CH:24][CH:23]=[C:22]([F:26])[C:21]=1[C:27]1[O:28][CH2:29][CH:30]([C:32]2[CH:37]=[CH:36][C:35](I)=[CH:34][CH:33]=2)[N:31]=1>C1COCC1.[Cl-].[Cl-].[Zn+2].C1COCC1.CC([O-])=O.CC([O-])=O.[Pd+2].C1(C)C=CC=CC=1P(C1C=CC=CC=1C)C1C=CC=CC=1C>[F:26][C:22]1[CH:23]=[CH:24][CH:25]=[C:20]([F:19])[C:21]=1[C:27]1[O:28][CH2:29][CH:30]([C:32]2[CH:33]=[CH:34][C:35]([C:2]3[CH:7]=[CH:6][C:5]([S:8][Si:9]([CH:16]([CH3:18])[CH3:17])([CH:13]([CH3:15])[CH3:14])[CH:10]([CH3:12])[CH3:11])=[CH:4][CH:3]=3)=[CH:36][CH:37]=2)[N:31]=1 |f:3.4.5.6,7.8.9|. Reported procedure: The title compound of Step A (4.3 g) was dissolved in 15 mL of THF under a nitrogen atmosphere and the reaction mixture was cooled below -65° C. and then 4.7 mL of 2.5 M n-BuLi/hexanes solution was added dropwise. After 15 minutes, 26 mL of 0.5 M ZnCl2 /THF solution was added dropwise. In a separate reaction flask, 67 mg of Pd(OAc)2 was added to a solution of 201 mg of tri(o-tolyl)phosphine in 5 mL of THF, and this mixture was stirred for 5 minutes before its addition, via cannula, to the main r... The reactants are N(=[N+]=[N-])CCOCCNC(OC(C)(C)C)=O (tert-butyl 2-(2-azidoethoxy)ethylcarbamate), [H-].[Na+] (sodium hydride), [H-].[Na+] (Sodium hydride), CI (methyl iodide). Solvent: C1CCOC1 (THF). Run at time 20 minute. Yields the product N(=[N+]=[N-])CCOCCN(C(OC(C)(C)C)=O)C (tert-butyl 2-(2-azidoethoxy)ethyl(methyl)carbamate). Yield: 94.2%. As a reaction SMILES: [H-].[Na+].[N:3]([CH2:6][CH2:7][O:8][CH2:9][CH2:10][NH:11][C:12](=[O:18])[O:13][C:14]([CH3:17])([CH3:16])[CH3:15])=[N+:4]=[N-:5].[CH3:19]I>C1COCC1>[N:3]([CH2:6][CH2:7][O:8][CH2:9][CH2:10][N:11]([CH3:19])[C:12](=[O:18])[O:13][C:14]([CH3:15])([CH3:17])[CH3:16])=[N+:4]=[N-:5] |f:0.1|. Procedure details: Sodium hydride (60% oil dispersion, 9.1 g, 228 mmol) was placed in a round bottom flask and washed with hexanes (3×) under N2. The dried sodium hydride was treated with 800 mL of anhydrous THF. A solution of tert-butyl 2-(2-azidoethoxy)ethylcarbamate (41.9 g, 182 mmol) in 200 mL of THF was then added to the stirred sodium hydride solution over 40 min. After addition was complete, the reaction was stirred an additional 20 min followed by addition of methyl iodide (13.6 mL, 218 mmol). After stirri... Product: C1(=CC=CC=C1)/C(/CCC(=O)OC)=N/OCC1=CC=C(C=C1)OCC=1N=C(OC1)C1=CC=CC=C1 (methyl E-4-phenyl-4-[4-(2-phenyl-4-oxazolylmethoxy)benzyloxyimino]butyrate). Isolated yield 57.8%. Procedure details: A mixture of 4-(chloromethyl)-2-phenyloxazole (250 mg), methyl E-4-(4-hydroxybenzyloxyimino)-4-phenylbutyrate (369 mg), potassium carbonate (325 mg) and N,N-dimethylformamide (7 ml) was stirred at room temperature for 17 hours. Water was added to the reaction mixture and extracted with ethyl acetate. The ethyl acetate layer was washed with an aqueous saturated solution of sodium chloride, dried (MgSO4) and concentrated. The residue was subjected to silica gel chromatography to obtain methyl E-4-... The solvent is C(C)(=O)OCC.CCCCCC (ethyl acetate hexane), O (Water). Reactants: ClCC=1N=C(OC1)C1=CC=CC=C1 (4-(chloromethyl)-2-phenyloxazole), OC1=CC=C(CO\N=C(/CCC(=O)OC)\C2=CC=CC=C2)C=C1 (methyl E-4-(4-hydroxybenzyloxyimino)-4-phenylbutyrate), C([O-])([O-])=O.[K+].[K+] (potassium carbonate), CN(C=O)C (N,N-dimethylformamide). RXN SMILES: Cl[CH2:2][C:3]1[N:4]=[C:5]([C:8]2[CH:13]=[CH:12][CH:11]=[CH:10][CH:9]=2)[O:6][CH:7]=1.[OH:14][C:15]1[CH:36]=[CH:35][C:18]([CH2:19][O:20]/[N:21]=[C:22](/[C:29]2[CH:34]=[CH:33][CH:32]=[CH:31][CH:30]=2)\[CH2:23][CH2:24][C:25]([O:27][CH3:28])=[O:26])=[CH:17][CH:16]=1.C(=O)([O-])[O-].[K+].[K+].CN(C)C=O>C(OCC)(=O)C.CCCCCC.O>[C:29]1(/[C:22](=[N:21]/[O:20][CH2:19][C:18]2[CH:35]=[CH:36][C:15]([O:14][CH2:2][C:3]3[N:4]=[C:5]([C:8]4[CH:13]=[CH:12][CH:11]=[CH:10][CH:9]=4)[O:6][CH:7]=3)=[CH:16][CH:17]=2)/[CH2:23][CH2:24][C:25]([O:27][CH3:28])=[O:26])[CH:30]=[CH:31][CH:32]=[CH:33][CH:34]=1 |f:2.3.4,6.7|. Run at time 17 hour. The reactants are COC(=O)C1(c2ccc(CBr)cc2)CC=CC1, CCc1nc2c(C)cc(C)nc2[nH]1, CCC(=O)O, [H-], Cc1cc(C)nc(N)c1, [Na+], CN(C)C=O. The product is CCc1nc2c(C)cc(C)nc2n1Cc1ccc(C2(C(=O)OC)CC=CC2)cc1. As a reaction SMILES: [Br:30][CH2:31][c:32]1[cH:33][cH:34][c:35]([C:38]2([C:43](=[O:44])[O:45][CH3:46])[CH2:39][CH:40]=[CH:41][CH2:42]2)[cH:36][cH:37]1.[CH2:3]([CH3:4])[c:5]1[n:6][c:7]2[c:8]([n:9][c:10]([CH3:14])[cH:11][c:12]2[CH3:13])[nH:15]1.[CH3:25][CH2:26][C:27](=[O:28])[OH:29].[H-:1].[NH2:16][c:17]1[cH:18][c:19]([CH3:20])[cH:21][c:22]([CH3:23])[n:24]1.[Na+:2].[O:47]=[CH:48][N:49]([CH3:50])[CH3:51]>>[CH2:3]([CH3:4])[c:5]1[n:6][c:7]2[c:8]([n:9][c:10]([CH3:14])[cH:11][c:12]2[CH3:13])[n:15]1[CH2:31][c:32]1[cH:33][cH:34][c:35]([C:38]2([C:43](=[O:44])[O:45][CH3:46])[CH2:39][CH:40]=[CH:41][CH2:42]2)[cH:36][cH:37]1. The reactants are C(C)OC(=O)C=1N=C(N(C1C(O)C1=CC=C(C=C1)Cl)C(C)C)Br (2-bromo-5-[(4-chlorophenyl)-hydroxy-methyl]-1-isopropyl-1H-imidazole-4-carboxylic acid ethyl ester), NC=1C(=NC=C(C1)Cl)O (3-amino-5-chloropyridin-2-ol). The product is C(C)OC(=O)C=1N=C(N(C1C(C1=CC=C(C=C1)Cl)NC=1C(NC=C(C1)Cl)=O)C(C)C)Br (2-Bromo-5-[(5-chloro-2-oxo-1,2-dihydro-pyridin-3-ylamino)-(4-chloro-phenyl)-methyl]-1-isopropyl-1H-imidazole-4-carboxylic acid ethyl ester). As a reaction SMILES: [CH2:1]([O:3][C:4]([C:6]1[N:7]=[C:8]([Br:23])[N:9]([CH:20]([CH3:22])[CH3:21])[C:10]=1[CH:11]([C:13]1[CH:18]=[CH:17][C:16]([Cl:19])=[CH:15][CH:14]=1)O)=[O:5])[CH3:2].[NH2:24][C:25]1[C:26]([OH:32])=[N:27][CH:28]=[C:29]([Cl:31])[CH:30]=1>>[CH2:1]([O:3][C:4]([C:6]1[N:7]=[C:8]([Br:23])[N:9]([CH:20]([CH3:22])[CH3:21])[C:10]=1[CH:11]([NH:24][C:25]1[C:26](=[O:32])[NH:27][CH:28]=[C:29]([Cl:31])[CH:30]=1)[C:13]1[CH:18]=[CH:17][C:16]([Cl:19])=[CH:15][CH:14]=1)=[O:5])[CH3:2]. Procedure: The title compound was prepared in analogy to the procedure described for step E2 but using intermediate B and 3-amino-5-chloropyridin-2-ol. The reaction mixture was quenched with a saturated aqueous NaHCO3 solution and extracted with EtOAc. The organic layer was washed with a saturated aqueous NaHCO3 solution, dried (Na2SO4), filtered and concentrated. The product was purified by flash chromatography (CH2Cl2/MeOH, 99:1→97:3). tR: 1.15-1.18 min (LC-MS 2); ESI-MS: 527.1/529.1/531.1 [M+H]+ (LC-MS ... Starting materials: ON\C(=N/[H])\C=1C=CC(=NC1)NC(OC(C)(C)C)=O ((Z)-tert-butyl 5-(N-hydroxycarbamimidoyl)pyridin-2-ylcarbamate), O=C1N(CCC1(C1=CC=CC=C1)C1=CC=CC=C1)CC(=O)O (2-(2-oxo-3,3-diphenylpyrrolidin-1-yl)acetic acid), Cl.C(C)N=C=NCCCN(C)C (N1-((ethylimino)methylene)-N3,N3-dimethylpropane-1,3-diamine hydrochloride). The solvent is ClC(C)Cl (dichloroethane). Conditions: temperature 85 celsius, time 8 hour. The product is O=C1N(CCC1(C1=CC=CC=C1)C1=CC=CC=C1)CC1=NC(=NO1)C=1C=CC(=NC1)NC(OC(C)(C)C)=O (tert-butyl 5-(5-((2-oxo-3,3-diphenylpyrrolidin-1-yl)methyl)-1,2,4-oxadiazol-3-yl)pyridin-2-ylcarbamate). RXN SMILES: [OH:1][NH:2]/[C:3](/[C:6]1[CH:7]=[CH:8][C:9]([NH:12][C:13](=[O:19])[O:14][C:15]([CH3:18])([CH3:17])[CH3:16])=[N:10][CH:11]=1)=[N:4]\[H].[O:20]=[C:21]1[C:25]([C:32]2[CH:37]=[CH:36][CH:35]=[CH:34][CH:33]=2)([C:26]2[CH:31]=[CH:30][CH:29]=[CH:28][CH:27]=2)[CH2:24][CH2:23][N:22]1[CH2:38][C:39](O)=O.Cl.C(N=C=NCCCN(C)C)C>ClC(Cl)C>[O:20]=[C:21]1[C:25]([C:26]2[CH:31]=[CH:30][CH:29]=[CH:28][CH:27]=2)([C:32]2[CH:37]=[CH:36][CH:35]=[CH:34][CH:33]=2)[CH2:24][CH2:23][N:22]1[CH2:38][C:39]1[O:1][N:2]=[C:3]([C:6]2[CH:7]=[CH:8][C:9]([NH:12][C:13](=[O:19])[O:14][C:15]([CH3:18])([CH3:17])[CH3:16])=[N:10][CH:11]=2)[N:4]=1 |f:2.3|. Procedure: A solution of (Z)-tert-butyl 5-(N-hydroxycarbamimidoyl)pyridin-2-ylcarbamate (0.131 g, 0.5 mmol), 2-(2-oxo-3,3-diphenylpyrrolidin-1-yl)acetic acid (0.153 g, 0.5 mmol; Example 1C) and N1-((ethylimino)methylene)-N3,N3-dimethylpropane-1,3-diamine hydrochloride (0.199 g, 1.0 mmol) were stirred together in dichloroethane (7.0 mL) at room temperature for 2 hours. The reaction was then heated to 85° C. and stirred overnight. The reaction was cooled, loaded onto a SF25-40 column (Analogix®) and the prod... As a reaction SMILES: [CH3:1][C:2]1[CH:7]=[CH:6][C:5]([C:8](=[O:10])[CH3:9])=[CH:4][CH:3]=1.[B].C(S)[CH2:13][CH2:14][SH:15].Cl[CH2:18]Cl>>[CH2:18]1[O:10][C:8]([C:5]2[CH:6]=[CH:7][C:2]([CH3:1])=[CH:3][CH:4]=2)([CH3:9])[S:15][CH:14]1[CH3:13]. Reported procedure: A solution of 4′-methylacetophenone (10 g, 74.5 mmol) and dichloromethane (200 mL) was treated dropwise with boron trifluoroetherate (12.5 mL, 104 mmol) at room temperature. To the resulting solution was added 1,3-propanedithiol (7.45 mL, 74.5 mmol) and the reaction mixture was stirred for 4 h at room temperature. The reaction was quenched carefully with saturated NaHCO3 solution and extracted with dichloromethane. The organic layer was separated and evaporated in vacuo. The residue was dissolve... Product: C1C(C)SC(C)(C2=CC=C(C=C2)C)O1 (4′-methylacetophenone propylene thioketal). The reactants are CC1=CC=C(C=C1)C(C)=O (4′-methylacetophenone), [B] (boron), ClCCl (dichloromethane), C(CCS)S (1,3-propanedithiol). Reaction conditions: time 4 hour. Starting materials: CC1(N=C(OC1)C1=CC=C(C=C1)C(C)(C)NCC(CN1C=NC=C1)O)C (1-{1-[4-(4,4-dimethyl-2-oxazolin-2-yl)phenyl]-1-methylethylamino}-3-(imidazol-1-yl)propan-2-ol), S(O)(O)(=O)=O (sulphuric acid), O (water), S(O)(O)(=O)=O (sulphuric acid). Solvent: C(CC)O (propan-1-ol), C(CC)O (propan-1-ol), C(CC)O (propan-1-ol). Yields the product OC(CNC(C)(C)C1=CC=C(C(=O)OCCC)C=C1)CN1C=NC=C1 (propyl 4-{1-[2-hydroxy-3-(imidazol-1-yl)propylamino]-1-methylethyl}benzoate). As a reaction SMILES: [CH3:1][C:2]1(C)[CH2:6][O:5][C:4]([C:7]2[CH:12]=[CH:11][C:10]([C:13]([NH:16][CH2:17][CH:18]([OH:25])[CH2:19][N:20]3[CH:24]=[CH:23][N:22]=[CH:21]3)([CH3:15])[CH3:14])=[CH:9][CH:8]=2)=N1.S(=O)(=O)(O)[OH:28].O>C(O)CC>[OH:25][CH:18]([CH2:19][N:20]1[CH:24]=[CH:23][N:22]=[CH:21]1)[CH2:17][NH:16][C:13]([C:10]1[CH:11]=[CH:12][C:7]([C:4]([O:5][CH2:6][CH2:2][CH3:1])=[O:28])=[CH:8][CH:9]=1)([CH3:15])[CH3:14]. Procedure details: A mixture of 1-{1-[4-(4,4-dimethyl-2-oxazolin-2-yl)phenyl]-1-methylethylamino}-3-(imidazol-1-yl)propan-2-ol (100 mg) and a solution of sulphuric acid in propan-1-ol (5 ml) [prepared by adding concentrated sulphuric acid (4 ml) and then water (5 ml) to propan-1-ol (50 ml) and making up to 100 ml with propan-1-ol] was heated on a steam bath for 18 hours. The mixture was evaporated under reduced pressure. The residue was basified with aqueous sodium hydroxide solution and then extracted with dichlo...